From a dataset of the Open Reaction Database (ORD), a public repository of structured organic reaction records. describe an organic reaction: reactants, conditions, products, and yield Starting materials: [Cl-].[NH4+] (ammonium chloride), solution, C[Mg]I (methylmagnesium iodide), C(CCC)C=1N(C(=C(N1)C#N)C#N)C(C1=CC=CC=C1)(C1=CC=CC=C1)C1=CC=CC=C1 (2-butyl-1-tritylimidazole-4,5-dicarbonitrile), C(C)OCC (diethyl ether). Run in O1CCCC1 (tetrahydrofuran). Run at time 3 hour. Yields the product C(C)(=O)C=1N=C(N(C1C#N)C(C1=CC=CC=C1)(C1=CC=CC=C1)C1=CC=CC=C1)CCCC (4-Acetyl-2-butyl-5-cyano-1-tritylimidazole). Reaction SMILES: [CH3:1][Mg]I.[CH2:4]([C:8]1[N:9]([C:17]([C:30]2[CH:35]=[CH:34][CH:33]=[CH:32][CH:31]=2)([C:24]2[CH:29]=[CH:28][CH:27]=[CH:26][CH:25]=2)[C:18]2[CH:23]=[CH:22][CH:21]=[CH:20][CH:19]=2)[C:10]([C:15]#[N:16])=C(C#N)[N:12]=1)[CH2:5][CH2:6][CH3:7].[Cl-].[NH4+].C([O:40][CH2:41][CH3:42])C>O1CCCC1>[C:41]([C:42]1[N:12]=[C:8]([CH2:4][CH2:5][CH2:6][CH3:7])[N:9]([C:17]([C:30]2[CH:35]=[CH:34][CH:33]=[CH:32][CH:31]=2)([C:18]2[CH:19]=[CH:20][CH:21]=[CH:22][CH:23]=2)[C:24]2[CH:29]=[CH:28][CH:27]=[CH:26][CH:25]=2)[C:10]=1[C:15]#[N:16])(=[O:40])[CH3:1] |f:2.3|. Procedure details: 11.1 ml of a 2M solution of methylmagnesium iodide in diethyl ether was slowly added dropwise at room temperature, in an atmosphere of nitrogen, to a solution of 4.5 g of 2-butyl-1-tritylimidazole-4,5-dicarbonitrile [prepared as described in step (i) above] in 45 ml of tetrahydrofuran, and the resulting mixture was stirred at room temperature for 3 hours. At the end of this time, a saturated aqueous solution of ammonium chloride was added dropwise, whilst ice-cooling, to the mixture. The tetrahy... Reactants: ClCCCl, Cc1ocnc1C1(N)CC1, ClCCl, Cl, CNC(=O)c1c(-c2ccc(F)cc2)oc2ccc(-c3cc(C(=O)O)c(OC)cc3C)cc12, On1nnc2ccccc21. Product: CNC(=O)c1c(-c2ccc(F)cc2)oc2ccc(-c3cc(C(=O)NC4(c5ncoc5C)CC4)c(OC)cc3C)cc12. As a reaction SMILES: [CH2:53]([Cl:54])[CH2:55][Cl:56].[CH3:33][c:34]1[c:35]([C:39]2([NH2:42])[CH2:40][CH2:41]2)[n:36][cH:37][o:38]1.[Cl:58][CH2:59][Cl:60].[ClH:57].[F:1][c:2]1[cH:3][cH:4][c:5](-[c:8]2[o:9][c:10]3[c:11]([c:12]2[C:13]([NH:14][CH3:15])=[O:16])[cH:17][c:18](-[c:21]2[c:22]([CH3:32])[cH:23][c:24]([O:30][CH3:31])[c:25]([C:26](=[O:27])[OH:28])[cH:29]2)[cH:19][cH:20]3)[cH:6][cH:7]1.[OH:43][n:44]1[c:45]2[c:46]([cH:47][cH:48][cH:49][cH:50]2)[n:51][n:52]1>>[F:1][c:2]1[cH:3][cH:4][c:5](-[c:8]2[o:9][c:10]3[c:11]([c:12]2[C:13]([NH:14][CH3:15])=[O:16])[cH:17][c:18](-[c:21]2[c:22]([CH3:32])[cH:23][c:24]([O:30][CH3:31])[c:25]([C:26](=[O:27])[NH:42][C:39]4([c:35]5[c:34]([CH3:33])[o:38][cH:37][n:36]5)[CH2:40][CH2:41]4)[cH:29]2)[cH:19][cH:20]3)[cH:6][cH:7]1. Starting materials: C1(CCC(=O)O1)=O (Succinic anhydride), ClC1=NC=C(C(=N)NO)C=C1 (6-chloro-N-hydroxy-nicotinamidine). The solvent is CN(C)C=O (DMF). Reaction conditions: temperature 120 celsius. The product is ClC1=CC=C(C=N1)C1=NOC(=N1)CCC(=O)O (3-[3-(6-Chloro-pyridin-3-yl)-[1,2,4-]oxadiazol-5-yl]-propionic acid). The yield is 70.9%. RXN SMILES: [C:1]1(=[O:7])[O:6][C:4](=[O:5])[CH2:3][CH2:2]1.[Cl:8][C:9]1[CH:18]=[CH:17][C:12]([C:13]([NH:15]O)=[NH:14])=[CH:11][N:10]=1>CN(C=O)C>[Cl:8][C:9]1[N:10]=[CH:11][C:12]([C:13]2[N:15]=[C:1]([CH2:2][CH2:3][C:4]([OH:6])=[O:5])[O:7][N:14]=2)=[CH:17][CH:18]=1. Procedure: Succinic anhydride (0.39 g, 3.89 mmol) and 6-chloro-N-hydroxy-nicotinamidine (0.67 g, 3.89 mmol) were dissolved in 2 mL of DMF and heated at 120° C. for 2 h. The cooled solution was filtered and the precipitate was washed with water, and dried to give the product as 0.70 g (71%) of colorless solid which was used without further purification. Starting materials: FC(C1=C(COC2=CC=3C4=C(NC3C=C2)C(CC4)CC(=O)OCC)C=CC(=C1)C(F)(F)F)(F)F (ethyl 2-(7-(2,4-bis(trifluoromethyl)benzyloxy)-1,2,3,4-tetrahydrocyclopenta[b]indol-3-yl)acetate), [OH-].[Na+] (NaOH). The solvent is O1CCOCC1 (dioxane), O (water), O (water). Product: FC(C1=C(COC2=CC=3C4=C(NC3C=C2)C(CC4)CC(=O)O)C=CC(=C1)C(F)(F)F)(F)F (2-(7-(2,4-Bis(trifluoromethyl)benzyloxy)-1,2,3,4-tetrahydrocyclopenta[b]indol-3-yl)acetic Acid). Yield: 11.1%. As a reaction SMILES: [F:1][C:2]([F:34])([F:33])[C:3]1[CH:28]=[C:27]([C:29]([F:32])([F:31])[F:30])[CH:26]=[CH:25][C:4]=1[CH2:5][O:6][C:7]1[CH:15]=[CH:14][C:13]2[NH:12][C:11]3[CH:16]([CH2:19][C:20]([O:22]CC)=[O:21])[CH2:17][CH2:18][C:10]=3[C:9]=2[CH:8]=1.[OH-].[Na+]>O1CCOCC1.O>[F:34][C:2]([F:1])([F:33])[C:3]1[CH:28]=[C:27]([C:29]([F:31])([F:32])[F:30])[CH:26]=[CH:25][C:4]=1[CH2:5][O:6][C:7]1[CH:15]=[CH:14][C:13]2[NH:12][C:11]3[CH:16]([CH2:19][C:20]([OH:22])=[O:21])[CH2:17][CH2:18][C:10]=3[C:9]=2[CH:8]=1 |f:1.2|. Reported procedure: To a solution of ethyl 2-(7-(2,4-bis(trifluoromethyl)benzyloxy)-1,2,3,4-tetrahydrocyclopenta[b]indol-3-yl)acetate (0.191 g, 0.393 mmol) in dioxane (1.312 mL) and water (0.656 mL) was added NaOH (0.826 mL, 0.826 mmol). The mixture was heated under reflux for 2 h, cooled to room temperature and diluted with water. After washing with DCM, the aqueous layer was acidified with 1 M HCl and extracted with EtOAc (thrice). The combined extracts were washed with brine, dried over MgSO4 and concentrated to... Reactants: O=C(c1ccc(Br)cc1Cl)N1Cc2cccn2Cc2ccccc21, Cc1ccccc1, CCO, [Na+], [Na+], O=C([O-])[O-], O, OB(O)c1cccc2ccccc12, c1ccc(P(c2ccccc2)(c2ccccc2)[Pd](P(c2ccccc2)(c2ccccc2)c2ccccc2)(P(c2ccccc2)(c2ccccc2)c2ccccc2)P(c2ccccc2)(c2ccccc2)c2ccccc2)cc1. Product: O=C(c1ccc(-c2cccc3ccccc23)cc1Cl)N1Cc2cccn2Cc2ccccc21. As a reaction SMILES: [Br:14][c:15]1[cH:16][c:17]([Cl:37])[c:18]([C:21](=[O:22])[N:23]2[CH2:24][c:25]3[n:26]([cH:34][cH:35][cH:36]3)[CH2:27][c:28]3[c:29]2[cH:30][cH:31][cH:32][cH:33]3)[cH:19][cH:20]1.[CH3:44][c:45]1[cH:46][cH:47][cH:48][cH:49][cH:50]1.[CH3:51][CH2:52][OH:53].[Na+:38].[Na+:39].[O-:40][C:41](=[O:42])[O-:43].[OH2:54].[c:1]1([B:11]([OH:12])[OH:13])[cH:2][cH:3][cH:4][c:5]2[cH:6][cH:7][cH:8][cH:9][c:10]12.[cH:55]1[cH:56][cH:57][c:58]([P:59]([Pd:60]([P:61]([c:62]2[cH:63][cH:64][cH:65][cH:66][cH:67]2)([c:68]2[cH:69][cH:70][cH:71][cH:72][cH:73]2)[c:74]2[cH:75][cH:76][cH:77][cH:78][cH:79]2)([P:80]([c:81]2[cH:82][cH:83][cH:84][cH:85][cH:86]2)([c:87]2[cH:88][cH:89][cH:90][cH:91][cH:92]2)[c:93]2[cH:94][cH:95][cH:96][cH:97][cH:98]2)[P:99]([c:100]2[cH:101][cH:102][cH:103][cH:104][cH:105]2)([c:106]2[cH:107][cH:108][cH:109][cH:110][cH:111]2)[c:112]2[cH:113][cH:114][cH:115][cH:116][cH:117]2)([c:118]2[cH:119][cH:120][cH:121][cH:122][cH:123]2)[c:124]2[cH:125][cH:126][cH:127][cH:128][cH:129]2)[cH:130][cH:131]1>>[c:1]1(-[c:15]2[cH:16][c:17]([Cl:37])[c:18]([C:21](=[O:22])[N:23]3[CH2:24][c:25]4[n:26]([cH:34][cH:35][cH:36]4)[CH2:27][c:28]4[c:29]3[cH:30][cH:31][cH:32][cH:33]4)[cH:19][cH:20]2)[cH:2][cH:3][cH:4][c:5]2[cH:6][cH:7][cH:8][cH:9][c:10]12. Starting materials: Cc1ccc(S(=O)(=O)OCC2Cc3ccc(Cl)c(-c4ccccc4Cl)c3O2)cc1, CN, Cl. Product: CNCC1Cc2ccc(Cl)c(-c3ccccc3Cl)c2O1. Reaction SMILES: [CH3:2][c:3]1[cH:4][cH:5][c:6]([S:7]([O:8][CH2:13][CH:14]2[O:15][c:16]3[c:17]([cH:19][cH:20][c:21]([Cl:30])[c:22]3-[c:23]3[c:24]([Cl:29])[cH:25][cH:26][cH:27][cH:28]3)[CH2:18]2)(=[O:9])=[O:10])[cH:11][cH:12]1.[CH3:31][NH2:32].[ClH:1]>>[CH2:13]([CH:14]1[O:15][c:16]2[c:17]([cH:19][cH:20][c:21]([Cl:30])[c:22]2-[c:23]2[c:24]([Cl:29])[cH:25][cH:26][cH:27][cH:28]2)[CH2:18]1)[NH:32][CH3:31]. Yields the product CC(C)(C)S(=O)NC(c1ccccc1)(c1ccccc1)C(c1cccnc1)c1cccnc1. RXN SMILES: [CH2:44]1[O:45][CH2:46][CH2:47][CH2:48]1.[CH3:14][Si:15]([N-:16][Si:17]([CH3:18])([CH3:19])[CH3:20])([CH3:21])[CH3:22].[Li+:23].[c:24]1([C:30](=[N:31][S:32](=[O:33])[C:34]([CH3:35])([CH3:36])[CH3:37])[c:38]2[cH:39][cH:40][cH:41][cH:42][cH:43]2)[cH:25][cH:26][cH:27][cH:28][cH:29]1.[n:1]1[cH:2][c:3]([CH2:7][c:8]2[cH:9][n:10][cH:11][cH:12][cH:13]2)[cH:4][cH:5][cH:6]1>>[n:1]1[cH:2][c:3]([CH:7]([c:8]2[cH:9][n:10][cH:11][cH:12][cH:13]2)[C:30]([c:24]2[cH:25][cH:26][cH:27][cH:28][cH:29]2)([NH:31][S:32](=[O:33])[C:34]([CH3:35])([CH3:36])[CH3:37])[c:38]2[cH:39][cH:40][cH:41][cH:42][cH:43]2)[cH:4][cH:5][cH:6]1. Reactants: C1CCOC1, C[Si](C)(C)[N-][Si](C)(C)C, [Li+], CC(C)(C)S(=O)N=C(c1ccccc1)c1ccccc1, c1cncc(Cc2cccnc2)c1.